This data is from the Open Reaction Database (ORD), a public repository of structured organic reaction records. The task is: describe an organic reaction: reactants, conditions, products, and yield The reactants are ClC1=NN=C2N1C1=C(C(=NC2CC)C2=NC=CC=C2)C=C(C=C1)Cl (1,8-dichloro-4-ethyl-6-(2-pyridyl)-4H-s-triazolo[4,3-a][1,4]benzodiazepine), N1CCNCC1 (piperazine). Product: ClC=1C=CC2=C(C(=NC(C=3N2C(=NN3)N3CCNCC3)CC)C3=NC=CC=C3)C1 (8-chloro-4-ethyl-1-piperazino-6-(2-pyridyl)-4H-s-triazolo[4,3-a][1,4]benzodiazepine). RXN SMILES: Cl[C:2]1[N:6]2[C:7]3[CH:23]=[CH:22][C:21]([Cl:24])=[CH:20][C:8]=3[C:9]([C:14]3[CH:19]=[CH:18][CH:17]=[CH:16][N:15]=3)=[N:10][CH:11]([CH2:12][CH3:13])[C:5]2=[N:4][N:3]=1.[NH:25]1[CH2:30][CH2:29][NH:28][CH2:27][CH2:26]1>>[Cl:24][C:21]1[CH:22]=[CH:23][C:7]2[N:6]3[C:2]([N:25]4[CH2:30][CH2:29][NH:28][CH2:27][CH2:26]4)=[N:3][N:4]=[C:5]3[CH:11]([CH2:12][CH3:13])[N:10]=[C:9]([C:14]3[CH:19]=[CH:18][CH:17]=[CH:16][N:15]=3)[C:8]=2[CH:20]=1. Reported procedure: In the manner given in Example 1, 1,8-dichloro-4-ethyl-6-(2-pyridyl)-4H-s-triazolo[4,3-a][1,4]benzodiazepine is heated with piperazine to give 8-chloro-4-ethyl-1-piperazino-6-(2-pyridyl)-4H-s-triazolo[4,3-a][1,4]benzodiazepine. Starting materials: C1(CC1)C=1C=C(C=CC1S(=O)(=O)C1CC1)[C@H](C(=O)NC1=NN(C=C1)C(=O)OC(C)(C)C)C[C@@H]1CC(CC1)=O (tert-butyl 3-({(2R)-2-[3-cyclopropyl-4-(cyclopropylsulfonyl)phenyl]-3-[(1R)-3-oxocyclopentyl]propanoyl}amino)-1H-pyrazole-1-carboxylate), Cl.C(C)(=O)OCC (hydrogen chloride ethyl acetate). The solvent is C(C)(=O)OCC (ethyl acetate). Run at time 8 hour. The product is C1(CC1)C=1C=C(C=CC1S(=O)(=O)C1CC1)[C@H](C(=O)NC1=NNC=C1)C[C@@H]1CC(CC1)=O ((2R)-2-[3-cyclopropyl-4-(cyclopropylsulfonyl)phenyl]-3-[(1R)-3-oxocyclopentyl]-N-1H-pyrazol-3-yl propanamide). The yield is 40.0%. Reaction SMILES: [CH:1]1([C:4]2[CH:5]=[C:6]([C@@H:16]([CH2:32][C@H:33]3[CH2:37][CH2:36][C:35](=[O:38])[CH2:34]3)[C:17]([NH:19][C:20]3[CH:24]=[CH:23][N:22](C(OC(C)(C)C)=O)[N:21]=3)=[O:18])[CH:7]=[CH:8][C:9]=2[S:10]([CH:13]2[CH2:15][CH2:14]2)(=[O:12])=[O:11])[CH2:3][CH2:2]1.Cl.C(OCC)(=O)C>C(OCC)(=O)C>[CH:1]1([C:4]2[CH:5]=[C:6]([C@@H:16]([CH2:32][C@H:33]3[CH2:37][CH2:36][C:35](=[O:38])[CH2:34]3)[C:17]([NH:19][C:20]3[CH:24]=[CH:23][NH:22][N:21]=3)=[O:18])[CH:7]=[CH:8][C:9]=2[S:10]([CH:13]2[CH2:15][CH2:14]2)(=[O:11])=[O:12])[CH2:2][CH2:3]1 |f:1.2|. Procedure details: To a solution of (2R)-2-[3-cyclopropyl-4-(cyclopropylsulfonyl)phenyl]-3-[(1R)-3-oxocyclopentyl]propionic acid (160 mg) in dichloromethane (5 mL) were added oxalyl chloride (0.04 mL) and a drop of DMF under ice-cooling, followed by stirring for 1 hour under ice-cooling. To the reaction mixture were sequentially added pyridine (0.04 mL) and tert-butyl 3-amino-1H-pyrazole-1-carboxylate (90 mg), followed by stirring at room temperature overnight. To the reaction mixture were added ethyl acetate (30 ... Reactants: C(C=C)[C@@]1(CCN(C(O1)=O)[C@@H](C)C1=CC=C(C=C1)OC)C1=CC=C(C=C1)F ((R)-6-allyl-6-(4-fluorophenyl)-3-((S)-1-(4-methoxyphenyl)ethyl)-1,3-oxazinan-2-one), B(Br)(Br)Br (BBr3). Solvent: C(Cl)Cl (CH2Cl2). Conditions: time 2 hour. Product: C(C=C)[C@@]1(CCN(C(O1)=O)[C@@H](C)C1=CC=C(C=C1)O)C1=CC=C(C=C1)F ((R)-6-allyl-6-(4-fluorophenyl)-3-((S)-1-(4-hydroxyphenyl)ethyl)-1,3-oxazinan-2-one). The yield is 83.0%. As a reaction SMILES: [CH2:1]([C@@:4]1([C:21]2[CH:26]=[CH:25][C:24]([F:27])=[CH:23][CH:22]=2)[O:9][C:8](=[O:10])[N:7]([C@H:11]([C:13]2[CH:18]=[CH:17][C:16]([O:19]C)=[CH:15][CH:14]=2)[CH3:12])[CH2:6][CH2:5]1)[CH:2]=[CH2:3].B(Br)(Br)Br>C(Cl)Cl>[CH2:1]([C@@:4]1([C:21]2[CH:22]=[CH:23][C:24]([F:27])=[CH:25][CH:26]=2)[O:9][C:8](=[O:10])[N:7]([C@H:11]([C:13]2[CH:18]=[CH:17][C:16]([OH:19])=[CH:15][CH:14]=2)[CH3:12])[CH2:6][CH2:5]1)[CH:2]=[CH2:3]. Procedure details: To a solution of (R)-6-allyl-6-(4-fluorophenyl)-3-((S)-1-(4-methoxyphenyl)ethyl)-1,3-oxazinan-2-one (1.5 g, 4.07 mmol) in CH2Cl2 (40 mL) was added BBr3 (3 g, 12.2 mmol) at −78° C. The mixture was stirred at this temperature for 2 h. The solution was washed with satd aq NaHCO3 and the aqueous layer was extracted with CH2Cl2. The organic layer was dried over Na2SO4 and concentrated to give (R)-6-allyl-6-(4-fluorophenyl)-3-((S)-1-(4-hydroxyphenyl)ethyl)-1,3-oxazinan-2-one (1.2 g, 83%), which was us... Reactants: ClC1=C(C(=C(C(=C1OC(CNC([C@@H](NC(=O)OC(C)(C)C)CC(C)C)=O)=O)Cl)Cl)Cl)Cl (N-t-butoxycarbonyl-leucyl-glycine-pentachlorophenyl ester), Cl.C(C)(=O)O (HCl acetic acid). Yields the product Cl.ClC1=C(C(=C(C(=C1OC(CNC([C@@H](N)CC(C)C)=O)=O)Cl)Cl)Cl)Cl (leucyl-glycine-pentachlorophenyl ester.hydrochloride). RXN SMILES: [Cl:1][C:2]1[C:7]([O:8][C:9](=[O:27])[CH2:10][NH:11][C:12](=[O:26])[C@H:13]([CH2:22][CH:23]([CH3:25])[CH3:24])[NH:14]C(OC(C)(C)C)=O)=[C:6]([Cl:28])[C:5]([Cl:29])=[C:4]([Cl:30])[C:3]=1[Cl:31].Cl.C(O)(=O)C>>[ClH:1].[Cl:1][C:2]1[C:7]([O:8][C:9](=[O:27])[CH2:10][NH:11][C:12](=[O:26])[C@H:13]([CH2:22][CH:23]([CH3:24])[CH3:25])[NH2:14])=[C:6]([Cl:28])[C:5]([Cl:29])=[C:4]([Cl:30])[C:3]=1[Cl:31] |f:1.2,3.4|. Procedure: To 31.7 g of the aforesaid ester was added 295 ml of 2.1lN HCl-acetic acid, and the resulting mixture was subjected to reaction for 1.5 hours while protecting the reaction from moisture, whereby leucyl-glycine-pentachlorophenyl ester.hydrochloride was obtained. For purification, the hydrochloride was recrystallized from methanol and ether to obtain 22.6 g (80.7%) of the hydrochloride in a pure form. Mp: 164°-166° C. [α]D26 =+2.85° (C=1, methanol). Rf value in thin layer chromatography; chlorofor...